This data is from the Open Reaction Database (ORD), a public repository of structured organic reaction records. The task is: describe an organic reaction: reactants, conditions, products, and yield The reactants are solution, C[Mg]Br (methylmagnesium bromide), FC1=C(C(=O)C2C(C2)C#N)C=CC(=C1)F (2-(2,4-Difluorobenzoyl)cyclopropanecarbonitrile). Run in C(C)OCC (diethyl ether), C(C)OCC (diethyl ether). Reaction conditions: time 8 hour. Yields the product FC1=C(C=CC(=C1)F)C(C)(O)C1C(C1)C#N (2-[1-(2,4-Difluorophenyl)-1-hydroxyethyl]cyclopropanecarbonitrile). RXN SMILES: [CH3:1][Mg]Br.[F:4][C:5]1[CH:17]=[C:16]([F:18])[CH:15]=[CH:14][C:6]=1[C:7]([CH:9]1[CH2:11][CH:10]1[C:12]#[N:13])=[O:8]>C(OCC)C>[F:4][C:5]1[CH:17]=[C:16]([F:18])[CH:15]=[CH:14][C:6]=1[C:7]([CH:9]1[CH2:11][CH:10]1[C:12]#[N:13])([OH:8])[CH3:1]. Reported procedure: 5.2 ml (15.6 mmol) of a 3N solution of methylmagnesium bromide in diethyl ether were added to 2.15 g (10.4 mmol) of the compound from Example 123A in 50 ml of diethyl ether at RT, and the mixture was stirred at RT overnight. The reaction mixture was added to a saturated, ice-cold aqueous ammonium chloride solution, the phases were separated, the aqueous phase was extracted with dichloromethane, and the combined organic phases were dried over magnesium sulfate, filtered and concentrated. The resi...